This data is from the Open Reaction Database (ORD), a public repository of structured organic reaction records. The task is: describe an organic reaction: reactants, conditions, products, and yield Starting materials: ClC1=NC2=CC=C(C=C2N=C1Cl)[N+](=O)[O-] (2,3-dichloro-6-nitroquinoxaline), ClC1=NC2=CC=C(C=C2N=C1Cl)OC (2,3-dichloro-6-methoxyquinoxaline), [K]SC(S[K])=C(C#N)C#N (di(potassiomercapto)methylenemalononitrile). The product is COC=1C=C2N=C3C(=NC2=CC1)SC(S3)=C(C#N)C#N (6-Methoxy-1,3-dithiolo-(4,5-b)-quinoxaline-2-ylidene-propanedinitrile). Yield: 79.0%. As a reaction SMILES: ClC1C(Cl)=NC2C(=CC=C([N+]([O-])=O)C=2)N=1.Cl[C:17]1[C:26](Cl)=[N:25][C:24]2[C:19](=[CH:20][CH:21]=[C:22]([O:28][CH3:29])[CH:23]=2)[N:18]=1.[K][S:31][C:32](=[C:35]([C:38]#[N:39])[C:36]#[N:37])[S:33][K]>>[CH3:29][O:28][C:22]1[CH:23]=[C:24]2[C:19](=[CH:20][CH:21]=1)[N:18]=[C:17]1[S:31][C:32](=[C:35]([C:38]#[N:39])[C:36]#[N:37])[S:33][C:26]1=[N:25]2. Procedure: The process of Example 13 is followed except that the 2,3-dichloro-6-nitroquinoxaline is replaced by 0.75 g of 2,3-dichloro-6-methoxyquinoxaline and 0.90 g of the di(potassiomercapto)methylenemalononitrile is used. The recovered material is a dark yellow powder weighing 0.78 g with a calculated overall yield of 79 percent. Starting materials: O=C1C(=CNC(=C1)CO)OCC(=O)O (2-(4-Oxo-6-hydroxymethyl-1,4-dihydropyridin-3-yloxy)acetic acid), resultant mixture, ClN1C(N(C(N(C1=O)Cl)=O)Cl)=O (Trichloroisocyanuric acid). Run in CO (methanol), O (water). The product is O=C1C(=CNC(=C1Cl)CO)OCC(=O)O (2-(4-oxo-5-chloro-6-hydroxymethyl-1,4-dihydropyridin-3-yloxy) acetic acid). Yield: 121.2%. As a reaction SMILES: [O:1]=[C:2]1[CH:7]=[C:6]([CH2:8][OH:9])[NH:5][CH:4]=[C:3]1[O:10][CH2:11][C:12]([OH:14])=[O:13].[Cl:15]N1C(=O)N(Cl)C(=O)N(Cl)C1=O>CO.O>[O:1]=[C:2]1[C:7]([Cl:15])=[C:6]([CH2:8][OH:9])[NH:5][CH:4]=[C:3]1[O:10][CH2:11][C:12]([OH:14])=[O:13]. Procedure: 2-(4-Oxo-6-hydroxymethyl-1,4-dihydropyridin-3-yloxy)acetic acid (5.97 g) was dissolved in a mixture of methanol (300 ml) and water (420 ml) at 65° to 70° C. and the solution was stirred at the same temperature. Trichloroisocyanuric acid (2.79 g) was added thereto, and the resultant mixture was stirred at the same temperature for 1.5 hours and then allowed to stand at room temperature over-night. The reaction mixture was cooled and the resulting crystals were collected by filtration, washed with ... The reactants are COC1=C(C=C(C2=CC=CC=C12)OC)C(=O)OC (methyl 1,4-dimethoxy-2-naphthoate), [H-].[Al+3].[Li+].[H-].[H-].[H-] (lithium aluminum hydride), saturated aqueous solution, [Cl-].[NH4+] (ammonium chloride). Solvent: O1CCCC1 (tetrahydrofuran), O1CCCC1 (tetrahydrofuran). Conditions: time 1 hour. Yields the product COC1=C(C=C(C2=CC=CC=C12)OC)CO (1,4-Dimethoxy-2-naphthylmethanol). The yield is 84.2%. RXN SMILES: [CH3:1][O:2][C:3]1[C:12]2[C:7](=[CH:8][CH:9]=[CH:10][CH:11]=2)[C:6]([O:13][CH3:14])=[CH:5][C:4]=1[C:15](OC)=[O:16].[H-].[Al+3].[Li+].[H-].[H-].[H-].[Cl-].[NH4+]>O1CCCC1>[CH3:1][O:2][C:3]1[C:12]2[C:7](=[CH:8][CH:9]=[CH:10][CH:11]=2)[C:6]([O:13][CH3:14])=[CH:5][C:4]=1[CH2:15][OH:16] |f:1.2.3.4.5.6,7.8|. Procedure details: A solution of 5.32 g of methyl 1,4-dimethoxy-2-naphthoate [prepared as described in step (a) above] in 15 ml of tetrahydrofuran was added dropwise to a suspension of 0.98 g of lithium aluminum hydride in 15 ml of tetrahydrofuran, whilst ice-cooling. The resulting mixture was then stirred at room temperature for 1 hour, after which 20 ml of a saturated aqueous solution of ammonium chloride was added. The precipitate which formed was filtered off, and then the product was extracted with ethyl acet... Starting materials: BrC=1C=CC=C2C(=NC(=NC12)Cl)N (8-bromo-2-chloroquinazolin-4-amine), C(C)(C)(C)N (tert-butylamine). Run in CN1CCCC1=O (NMP). Reaction conditions: temperature 120 celsius. The product is BrC=1C=CC=C2C(=NC(=NC12)NC(C)(C)C)N (8-bromo-N2-(tert-butyl)quinazoline-2,4-diamine). Isolated yield 106.9%. Reaction SMILES: [Br:1][C:2]1[CH:3]=[CH:4][CH:5]=[C:6]2[C:11]=1[N:10]=[C:9](Cl)[N:8]=[C:7]2[NH2:13].[C:14]([NH2:18])([CH3:17])([CH3:16])[CH3:15]>CN1C(=O)CCC1>[Br:1][C:2]1[CH:3]=[CH:4][CH:5]=[C:6]2[C:11]=1[N:10]=[C:9]([NH:18][C:14]([CH3:17])([CH3:16])[CH3:15])[N:8]=[C:7]2[NH2:13]. Procedure details: A microwave vial was charged with 8-bromo-2-chloroquinazolin-4-amine (484a; 0.109 g, 0.422 mmol) and tert-butylamine (Aldrich; 1.33 mL, 12.65 mmol). The slurry was heated to 120° C. in a biotage initiator microwave for 30 min. 0.5 mL NMP was added to give a solution and the reaction was heated to 120° C. in a biotage initiator microwave for 30 min. The reaction was heated to 150° C. in a biotage initiator microwave for 30 min. The reaction was heated to 160° C. in a biotage initiator microwave f... Starting materials: CC1(OC2=C(C(C1)N1C=NC=C1C(=O)O)C=CC=C2)C (1-(2,3-dihydro-2,2-dimethyl-4H-1-benzopyran-4-yl)-1H-imidazole-5-carboxylic acid), [Na].C1(CCCCC1)O (cyclohexanol sodium salt), C1(CCCCC1)O (cyclohexanol), C(=O)(N1C=NC=C1)N1C=NC=C1 (1,1'-carbonylbis[1H-imidazole]). Run in CN(C=O)C (N,N-dimethylformamide). Run at time 1 hour. The product is CC1(OC2=C(C(C1)N1C=NC=C1C(=O)OC1CCCCC1)C=CC=C2)C (cyclohexyl 1-(2,3-dihydro-2,2-dimethyl-4H-1-benzopyran-4-yl)-1H-imidazole-5-carboxylate). Isolated yield 20.5%. Reaction SMILES: [CH3:1][C:2]1([CH3:20])[CH2:7][CH:6]([N:8]2[C:12]([C:13]([OH:15])=[O:14])=[CH:11][N:10]=[CH:9]2)[C:5]2[CH:16]=[CH:17][CH:18]=[CH:19][C:4]=2[O:3]1.C(N1C=CN=C1)(N1C=CN=C1)=O.[Na].[CH:34]1(O)[CH2:39][CH2:38][CH2:37][CH2:36][CH2:35]1.C1(O)CCCCC1>CN(C)C=O>[CH3:1][C:2]1([CH3:20])[CH2:7][CH:6]([N:8]2[C:12]([C:13]([O:15][CH:34]3[CH2:39][CH2:38][CH2:37][CH2:36][CH2:35]3)=[O:14])=[CH:11][N:10]=[CH:9]2)[C:5]2[CH:16]=[CH:17][CH:18]=[CH:19][C:4]=2[O:3]1 |f:2.3,^1:32|. Procedure details: 3.3 Parts of 1-(2,3-dihydro-2,2-dimethyl-4H-1-benzopyran-4-yl)-1H-imidazole-5-carboxylic acid were dissolved in 45 parts of warm N,N-dimethylformamide. After cooling to room temperature, 2 parts of 1,1'-carbonylbis[1H-imidazole] were added and the whole was stirred for 1 hour at this temperature. The whole was heated to ±80° C. and a mixture of 0.1 parts of a cyclohexanol sodium salt solution and 3 parts of cyclohexanol was added. After stirring for 5 days at ±80° C., the mixture was evaporated.... The reactants are FC1=C(C=CC=C1)I (1-fluoro-2-iodobenzene), C1(CCCCC1)P(C1=C(C=CC=C1)C1=C(C=C(C=C1C(C)C)C(C)C)C(C)C)C1CCCCC1 (2-dicyclohexylphosphino-2′,4′,6′-triisopropylbiphenyl), NC1=C(C(=O)OC(C)(C)C)C=CC(=C1)CCC1=CC=CC=C1 (tert-butyl 2-amino-4-phenethylbenzoate), C([O-])([O-])=O.[Cs+].[Cs+] (cesium carbonate), Cl (hydrochloric acid). The reagents and catalysts are C=1C=CC(=CC1)/C=C/C(=O)/C=C/C2=CC=CC=C2.C=1C=CC(=CC1)/C=C/C(=O)/C=C/C2=CC=CC=C2.C=1C=CC(=CC1)/C=C/C(=O)/C=C/C2=CC=CC=C2.[Pd].[Pd] (tris(dibenzylideneacetone)dipalladium(0)), C(C)(=O)[O-].[Pd+2].C(C)(=O)[O-] (palladium acetate). The solvent is C1(=CC=CC=C1)C (toluene), C(C)(=O)OCC (ethyl acetate). Product: FC1=C(NC2=C(C(=O)OC(C)(C)C)C=CC(=C2)CCC2=CC=CC=C2)C=CC=C1 (tert-butyl 2-(2-fluoroanilino)-4-phenethylbenzoate). The yield is 79.8%. As a reaction SMILES: [F:1][C:2]1[CH:7]=[CH:6][CH:5]=[CH:4][C:3]=1I.C1(P(C2CCCCC2)C2C=CC=CC=2C2C(C(C)C)=CC(C(C)C)=CC=2C(C)C)CCCCC1.[NH2:43][C:44]1[CH:56]=[C:55]([CH2:57][CH2:58][C:59]2[CH:64]=[CH:63][CH:62]=[CH:61][CH:60]=2)[CH:54]=[CH:53][C:45]=1[C:46]([O:48][C:49]([CH3:52])([CH3:51])[CH3:50])=[O:47].C(=O)([O-])[O-].[Cs+].[Cs+].Cl>C1C=CC(/C=C/C(/C=C/C2C=CC=CC=2)=O)=CC=1.C1C=CC(/C=C/C(/C=C/C2C=CC=CC=2)=O)=CC=1.C1C=CC(/C=C/C(/C=C/C2C=CC=CC=2)=O)=CC=1.[Pd].[Pd].C([O-])(=O)C.[Pd+2].C([O-])(=O)C.C(OCC)(=O)C.C1(C)C=CC=CC=1>[F:1][C:2]1[CH:7]=[CH:6][CH:5]=[CH:4][C:3]=1[NH:43][C:44]1[CH:56]=[C:55]([CH2:57][CH2:58][C:59]2[CH:60]=[CH:61][CH:62]=[CH:63][CH:64]=2)[CH:54]=[CH:53][C:45]=1[C:46]([O:48][C:49]([CH3:52])([CH3:51])[CH3:50])=[O:47] |f:3.4.5,7.8.9.10.11,12.13.14|. Procedure details: To 1-fluoro-2-iodobenzene 0.11 g were added 2-dicyclohexylphosphino-2′,4′,6′-triisopropylbiphenyl 9.5 mg, tris(dibenzylideneacetone)dipalladium(0) 3.7 mg, palladium acetate 0.90 mg, tert-butyl 2-amino-4-phenethylbenzoate 59 mg, cesium carbonate 0.13 g and toluene 1.0 mL at room temperature, and it was heated and refluxed for 9 hours and 30 minutes. After the reaction mixture was cooled to room temperature, ethyl acetate and 1.0 mol/L hydrochloric acid were added to it. The organic layer was sepa... The reactants are COC(=O)C(COC(CN(CC1CC1)C(=O)OC(C)(C)C)c1ccccc1)NC(=O)OCc1ccccc1, Cl, [Na+], C1CCOC1, [OH-]. Yields the product CC(C)(C)OC(=O)N(CC1CC1)CC(OCC(NC(=O)OCc1ccccc1)C(=O)O)c1ccccc1. As a reaction SMILES: [CH2:3]([c:4]1[cH:5][cH:6][cH:7][cH:8][cH:9]1)[O:10][C:11](=[O:12])[NH:13][CH:14]([CH2:15][O:16][CH:17]([CH2:18][N:19]([CH2:20][CH:21]1[CH2:22][CH2:23]1)[C:24](=[O:25])[O:26][C:27]([CH3:28])([CH3:29])[CH3:30])[c:31]1[cH:32][cH:33][cH:34][cH:35][cH:36]1)[C:37](=[O:38])[O:39][CH3:40].[ClH:41].[Na+:2].[O:42]1[CH2:43][CH2:44][CH2:45][CH2:46]1.[OH-:1]>>[CH2:3]([c:4]1[cH:5][cH:6][cH:7][cH:8][cH:9]1)[O:10][C:11](=[O:12])[NH:13][CH:14]([CH2:15][O:16][CH:17]([CH2:18][N:19]([CH2:20][CH:21]1[CH2:22][CH2:23]1)[C:24](=[O:25])[O:26][C:27]([CH3:28])([CH3:29])[CH3:30])[c:31]1[cH:32][cH:33][cH:34][cH:35][cH:36]1)[C:37](=[O:38])[OH:39].